Task: describe an organic reaction: reactants, conditions, products, and yield. Dataset: the Open Reaction Database (ORD), a public repository of structured organic reaction records Reaction SMILES: C([O:8][C:9]1[C:14](=[O:15])[N:13]=[C:12]([CH2:16][C:17]2([C:22]3[CH:27]=[CH:26][C:25]([Cl:28])=[CH:24][CH:23]=3)[CH2:21][CH2:20][CH2:19][CH2:18]2)[N:11]2[CH2:29][CH2:30][N:31]([C:34]3[CH:39]=[CH:38][CH:37]=[CH:36][CH:35]=3)[C:32](=[O:33])[C:10]=12)C1C=CC=CC=1.Cl.C([O-])(O)=O.[Na+]>CO>[Cl:28][C:25]1[CH:26]=[CH:27][C:22]([C:17]2([CH2:16][C:12]3[N:11]4[CH2:29][CH2:30][N:31]([C:34]5[CH:35]=[CH:36][CH:37]=[CH:38][CH:39]=5)[C:32](=[O:33])[C:10]4=[C:9]([OH:8])[C:14](=[O:15])[N:13]=3)[CH2:21][CH2:20][CH2:19][CH2:18]2)=[CH:23][CH:24]=1 |f:2.3|. Yields the product ClC1=CC=C(C=C1)C1(CCCC1)CC1=NC(C(=C2N1CCN(C2=O)C2=CC=CC=C2)O)=O (6-((1-(4-chlorophenyl)cyclopentyl)methyl)-9-hydroxy-2-phenyl-3,4-dihydro-1H-pyrazino[1,2-c]pyrimidine-1,8(2H)-dione). Procedure: To a stirred solution of 9-(benzyloxy)-6-((1-(4-chlorophenyl)cyclopentyl)methyl)-2-phenyl-3,4-dihydro-1H-pyrazino[1,2-c]pyrimidine-1,8(2H)-dione (49) (88.5 mg, 164 μmol, Eq: 1.00) in methanol (5 ml) was added HCl (conc) (240 mg, 0.2 ml, 6.58 mmol, Eq: 40.2). The reaction mixture was heated at 70° C. for 18 hrs, neutralized with saturated aqueous NaHCO3 solution, extracted with dichloromethane, dried (MgSO4), concentrated, triturated with diethyl ether, filtered, and dried to obtain 6-((1-(4-chlo... The yield is 65.2%. Reactants: C(C1=CC=CC=C1)OC1=C2N(C(=NC1=O)CC1(CCCC1)C1=CC=C(C=C1)Cl)CCN(C2=O)C2=CC=CC=C2 (9-(benzyloxy)-6-((1-(4-chlorophenyl)cyclopentyl)methyl)-2-phenyl-3,4-dihydro-1H-pyrazino[1,2-c]pyrimidine-1,8(2H)-dione), Cl (HCl), C(=O)(O)[O-].[Na+] (NaHCO3). Conditions: temperature 70 celsius. Run in CO (methanol). Reactants: BrCc1ccccc1, C1CCOC1, [H-], [Na+], O=C1NCCO1, CN(C)C=O. Yields the product O=C1OCCN1Cc1ccccc1. As a reaction SMILES: [Br:14][CH2:15][c:16]1[cH:17][cH:18][cH:19][cH:20][cH:21]1.[CH2:22]1[O:23][CH2:24][CH2:25][CH2:26]1.[H-:1].[Na+:2].[O:3]1[C:4](=[O:8])[NH:5][CH2:6][CH2:7]1.[O:9]=[CH:10][N:11]([CH3:12])[CH3:13]>>[O:3]1[C:4](=[O:8])[N:5]([CH2:15][c:16]2[cH:17][cH:18][cH:19][cH:20][cH:21]2)[CH2:6][CH2:7]1. The reactants are CCOC(=O)c1cnc2c3cc([N+](=O)[O-])ccc3c(C)cn2c1=O, CO, CCO, ClC(Cl)Cl, [Cl-], [Fe], [NH4+], O. Yields the product CCOC(=O)c1cnc2c3cc(N)ccc3c(C)cn2c1=O. Reaction SMILES: [CH3:1][c:2]1[cH:3][n:4]2[c:5]([c:6]3[cH:7][c:8]([N+:12]([O-:13])=[O:14])[cH:9][cH:10][c:11]13)[n:15][cH:16][c:17]([C:20](=[O:21])[O:22][CH2:23][CH3:24])[c:18]2=[O:19].[CH3:27][OH:28].[CH3:34][CH2:35][OH:36].[CH:29]([Cl:30])([Cl:31])[Cl:32].[Cl-:25].[Fe:37].[NH4+:26].[OH2:33]>>[CH3:1][c:2]1[cH:3][n:4]2[c:5]([c:6]3[cH:7][c:8]([NH2:12])[cH:9][cH:10][c:11]13)[n:15][cH:16][c:17]([C:20](=[O:21])[O:22][CH2:23][CH3:24])[c:18]2=[O:19]. Starting materials: Brc1nsc2nc3ccccc3n12, C[O-], CO, [Na+]. Product: COc1nsc2nc3ccccc3n12. As a reaction SMILES: [Br:1][c:2]1[n:3][s:4][c:5]2[n:6][c:7]3[c:8]([n:9]12)[cH:10][cH:11][cH:12][cH:13]3.[CH3:14][O-:15].[CH3:17][OH:18].[Na+:16]>>[c:2]1([O:15][CH3:14])[n:3][s:4][c:5]2[n:6][c:7]3[c:8]([n:9]12)[cH:10][cH:11][cH:12][cH:13]3. The yield is 90.2%. Procedure details: 29.2 g (160.7 mmol) of 3-chloro-2-methyl-phenoxyacetonitrile are added to a solution of 13.5 g (194.2 mmol) of hydroxylamine hydrochloride, 7.7 g (194.2 mmol) of sodium hydroxide in 265 ml of ethanol and 68 ml of water. The mixture is heated at reflux temperature until the reaction is complete (approximately 48 to 60 hours) and the entire batch is subsequently stirred into 250 ml of water. The solid which precipitates in this process is separated off, washed with a small amount of water and drie... Reactants: ClC=1C(=C(OCC#N)C=CC1)C (3-chloro-2-methyl-phenoxyacetonitrile), Cl.NO (hydroxylamine hydrochloride), [OH-].[Na+] (sodium hydroxide). The product is ClC=1C(=C(OCC(N)=NO)C=CC1)C (3-chloro-2-methylphenoxyacetamide oxime). Run in C(C)O (ethanol), O (water), O (water). Reaction SMILES: [Cl:1][C:2]1[C:3]([CH3:12])=[C:4]([CH:9]=[CH:10][CH:11]=1)[O:5][CH2:6][C:7]#[N:8].Cl.[NH2:14][OH:15].[OH-].[Na+]>C(O)C.O>[Cl:1][C:2]1[C:3]([CH3:12])=[C:4]([CH:9]=[CH:10][CH:11]=1)[O:5][CH2:6][C:7](=[N:14][OH:15])[NH2:8] |f:1.2,3.4|. Reactants: Cl.C(C1=CC=CC=C1)NC1C(CCCC1)(O)C(C)C1=CC2=CC=CC=C2C=C1 (2-(benzylamino)[1-(2-naphthyl)ethyl]cyclohexanol hydrochloride), C(C1=CC=CC=C1)NC(C(C1=CC2=CC=CC=C2C=C1)C1(CCCCC1)O)=O (N-benzyl-2-(1-hydroxycyclohexyl)-2-(2-naphthyl)acetamide). The product is Cl.C(C1=CC=CC=C1)NCC(C1=CC2=CC=CC=C2C=C1)C1(CCCCC1)O (1-[2-(benzylamino)-1-(2-naphthyl)ethyl]cyclohexanol Hydrochloride). As a reaction SMILES: [ClH:1].C(NC1CCCCC1(C(C1C=CC2C(=CC=CC=2)C=1)C)O)C1C=CC=CC=1.[CH2:29]([NH:36][C:37](=O)[CH:38]([C:49]1([OH:55])[CH2:54][CH2:53][CH2:52][CH2:51][CH2:50]1)[C:39]1[CH:48]=[CH:47][C:46]2[C:41](=[CH:42][CH:43]=[CH:44][CH:45]=2)[CH:40]=1)[C:30]1[CH:35]=[CH:34][CH:33]=[CH:32][CH:31]=1>>[ClH:1].[CH2:29]([NH:36][CH2:37][CH:38]([C:49]1([OH:55])[CH2:50][CH2:51][CH2:52][CH2:53][CH2:54]1)[C:39]1[CH:48]=[CH:47][C:46]2[C:41](=[CH:42][CH:43]=[CH:44][CH:45]=2)[CH:40]=1)[C:30]1[CH:31]=[CH:32][CH:33]=[CH:34][CH:35]=1 |f:0.1,3.4|. Procedure details: In an analogous manner to Example 1, step 2 1-[2-(benzylamino)[1-(2-naphthyl)ethyl]cyclohexanol hydrochloride was prepared from N-benzyl-2-(1-hydroxycyclohexyl)-2-(2-naphthyl)acetamide. HRMS: calcd for C25H29NO.HCl, 395.2016; found (ESI_FT), 360.23164.